From a dataset of the Open Reaction Database (ORD), a public repository of structured organic reaction records. describe an organic reaction: reactants, conditions, products, and yield Starting materials: C(C)(C)C1=C2C(NS(=O)(=O)C2=CC(=C1)OC)=O (4-isopropyl-6-methoxysaccharin), solution, B(Br)(Br)Br (boron tribromide), C([O-])(O)=O.[Na+] (sodium bicarbonate). Product: OC1=CC(=C2C(NS(=O)(=O)C2=C1)=O)C(C)C (6-hydroxy-4-isopropylsaccharin). Yield: 95.7%. RXN SMILES: [CH:1]([C:4]1[CH:14]=[C:13]([O:15]C)[CH:12]=[C:11]2[C:5]=1[C:6](=[O:17])[NH:7][S:8]2(=[O:10])=[O:9])([CH3:3])[CH3:2].B(Br)(Br)Br.C(=O)(O)[O-].[Na+]>>[OH:15][C:13]1[CH:12]=[C:11]2[C:5]([C:6](=[O:17])[NH:7][S:8]2(=[O:10])=[O:9])=[C:4]([CH:1]([CH3:3])[CH3:2])[CH:14]=1 |f:2.3|. Procedure: To a solution of 1.0 g (0.0039 mol) of 4-isopropyl-6-methoxysaccharin in 15 ml of MDC was added at ambient temperature 1.28 g (5.12 ml) of a 1M solution of boron tribromide in MDC. When addition was complete the reaction mixture was heated under reflux for about five hours, cooled, taken to dryness in vacuo and the residue treated with ice and saturated sodium bicarbonate. The aqueous solution was extracted once with ethyl acetate and then acidified to pH 1 with concentrated hydrochloric acid. E... Reactants: C(C)(C)N(CC)C(C)C (diisopropylethylamine), C(CCC)S (butanethiol), BrC=1C(C2=C(N=C(S2)C)C(C1NCCN(C)C)=O)=O (6-bromo-5-{[2-(dimethylamino)ethyl]amino}-2-methyl-1,3-benzothiazole-4,7-dione). The solvent is C(C)O (ethanol). Conditions: temperature 60 celsius, time 24 hour. Yields the product C(CCC)SC=1C(C2=C(N=C(S2)C)C(C1NCCN(C)C)=O)=O (6-(butylthio)-5-{[2-(dimethylamino)ethyl]amino}-2-methyl-1,3-benzothiazole-4,7-dione). As a reaction SMILES: C(N(C(C)C)CC)(C)C.[CH2:10]([SH:14])[CH2:11][CH2:12][CH3:13].Br[C:16]1[C:17](=[O:33])[C:18]2[S:22][C:21]([CH3:23])=[N:20][C:19]=2[C:24](=[O:32])[C:25]=1[NH:26][CH2:27][CH2:28][N:29]([CH3:31])[CH3:30]>C(O)C>[CH2:10]([S:14][C:16]1[C:17](=[O:33])[C:18]2[S:22][C:21]([CH3:23])=[N:20][C:19]=2[C:24](=[O:32])[C:25]=1[NH:26][CH2:27][CH2:28][N:29]([CH3:30])[CH3:31])[CH2:11][CH2:12][CH3:13]. Procedure: 20 μl (0.115 mmol; 1.2 eq.) of diisopropylethylamine and 16 μl (0.154 mmol; 1.6 eq.) of butanethiol are added to 33 mg (96 μmol) of the compound of Example 35 in solution in 4 ml of anhydrous ethanol. The reaction mixture is maintained under stirring for 24 hours at 60° C., then after concentration under reduced pressure, the residue is purified by chromatography on a silica column (eluent: dichloromethane/methanol 95/5) and the expected product is obtained, after taking up in ethyl ether, in th... Reactants: CCOC(=O)c1cccc(N=C=O)c1, CC(C)(C)OC(=O)C1CC(C(=O)N2CCOCC2)C(c2ccccc2F)N1C(=O)CN, C1CCOC1. Product: CCOC(=O)c1cccc(NC(=O)NCC(=O)N2C(C(=O)OC(C)(C)C)CC(C(=O)N3CCOCC3)C2c2ccccc2F)c1. As a reaction SMILES: [N:32](=[C:33]=[O:34])[c:35]1[cH:36][c:37]([C:38](=[O:39])[O:40][CH2:41][CH3:42])[cH:43][cH:44][cH:45]1.[NH2:1][CH2:2][C:3](=[O:4])[N:5]1[CH:6]([C:25](=[O:26])[O:27][C:28]([CH3:29])([CH3:30])[CH3:31])[CH2:7][CH:8]([C:17](=[O:18])[N:19]2[CH2:20][CH2:21][O:22][CH2:23][CH2:24]2)[CH:9]1[c:10]1[c:11]([F:16])[cH:12][cH:13][cH:14][cH:15]1.[O:46]1[CH2:47][CH2:48][CH2:49][CH2:50]1>>[NH:1]([CH2:2][C:3](=[O:4])[N:5]1[CH:6]([C:25](=[O:26])[O:27][C:28]([CH3:29])([CH3:30])[CH3:31])[CH2:7][CH:8]([C:17](=[O:18])[N:19]2[CH2:20][CH2:21][O:22][CH2:23][CH2:24]2)[CH:9]1[c:10]1[c:11]([F:16])[cH:12][cH:13][cH:14][cH:15]1)[C:33]([NH:32][c:35]1[cH:36][c:37]([C:38](=[O:39])[O:40][CH2:41][CH3:42])[cH:43][cH:44][cH:45]1)=[O:34]. The yield is 51.4%. The product is FC1=C(C=CC(=C1)F)C(C(F)(F)C1=CC=C(C=N1)CCC(C)O)(CN1N=NN=C1)O (4-(6-(2-(2,4-Difluorophenyl)-1,1-difluoro-2-hydroxy-3-(1H-tetrazol-1-yl)propyl)pyridin-3-yl)butan-2-ol). Starting materials: FC1=C(C=CC(=C1)F)C(C(F)(F)C1=CC=C(C=N1)/C=C/C(C)O)(CN1N=NN=C1)O ((E)-4-(6-(2-(2,4-Difluorophenyl)-1,1-difluoro-2-hydroxy-3-(1H-tetrazol-1-yl)propyl)pyridin-3-yl)but-3-en-2-ol). RXN SMILES: [F:1][C:2]1[CH:7]=[C:6]([F:8])[CH:5]=[CH:4][C:3]=1[C:9]([OH:30])([CH2:24][N:25]1[CH:29]=[N:28][N:27]=[N:26]1)[C:10]([C:13]1[N:18]=[CH:17][C:16](/[CH:19]=[CH:20]/[CH:21]([OH:23])[CH3:22])=[CH:15][CH:14]=1)([F:12])[F:11]>CO.[Pd]>[F:1][C:2]1[CH:7]=[C:6]([F:8])[CH:5]=[CH:4][C:3]=1[C:9]([OH:30])([CH2:24][N:25]1[CH:29]=[N:28][N:27]=[N:26]1)[C:10]([C:13]1[N:18]=[CH:17][C:16]([CH2:19][CH2:20][CH:21]([OH:23])[CH3:22])=[CH:15][CH:14]=1)([F:12])[F:11]. Reaction conditions: time 30 minute. The reagents and catalysts are [Pd] (Pd/C). The solvent is CO (CH3OH). Procedure: To a solution of (E)-4-(6-(2-(2,4-difluorophenyl)-1,1-difluoro-2-hydroxy-3-(1H-tetrazol-1-yl)propyl)pyridin-3-yl)but-3-en-2-ol (46; 150 mg, 0.35 mmol) in CH3OH (10 mL) was added 10% Pd/C (10 mg), and the mixture was stirred under hydrogen atmosphere for 30 min. The reaction mixture was filtered through a pad of Celite®, the Celite® cake was washed with EtOAc (3×20 mL) and the filtrate was concentrated under reduced pressure. Purification by silica gel column chromatography (eluting with EtOAc/he...